From a dataset of the Open Reaction Database (ORD), a public repository of structured organic reaction records. describe an organic reaction: reactants, conditions, products, and yield Reactants: OC1=CC(=C(C=C1)C(C)=O)C (4′-hydroxy-2′-methylacetophenone), C([O-])([O-])=O.[K+].[K+] (potassium carbonate), C(C1=CC=CC=C1)Br (benzyl bromide), [Cl-].[NH4+] (ammonium chloride). The reagents and catalysts are [N+](CCCC)(CCCC)(CCCC)CCCC.[I-] (n-Bu4NI). The solvent is CN(C=O)C (N,N-dimethylformamide), C(C)(=O)OCC (ethyl acetate), O (water). Run at time 14 hour. Yields the product C(C1=CC=CC=C1)OC1=CC(=C(C=C1)C(C)=O)C (1-[4-(benzyloxy)-2-methylphenyl]ethanone). Yield: 105.1%. Reaction SMILES: [OH:1][C:2]1[CH:7]=[CH:6][C:5]([C:8](=[O:10])[CH3:9])=[C:4]([CH3:11])[CH:3]=1.C(=O)([O-])[O-].[K+].[K+].[CH2:18](Br)[C:19]1[CH:24]=[CH:23][CH:22]=[CH:21][CH:20]=1.[Cl-].[NH4+]>[N+](CCCC)(CCCC)(CCCC)CCCC.[I-].C(OCC)(=O)C.O.CN(C)C=O>[CH2:18]([O:1][C:2]1[CH:7]=[CH:6][C:5]([C:8](=[O:10])[CH3:9])=[C:4]([CH3:11])[CH:3]=1)[C:19]1[CH:24]=[CH:23][CH:22]=[CH:21][CH:20]=1 |f:1.2.3,5.6,7.8|. Reported procedure: To an N,N-dimethylformamide solution (20 mL) of 4′-hydroxy-2′-methylacetophenone (3.06 g, 20 mmol) were added potassium carbonate (3.66 g, 26.4 mmol), benzyl bromide (2.7 mL, 22.4 mmol), and n-Bu4NI (0.75 g, 2.03 mmol), and the mixture was stirred for 14 hours at room temperature. To the reaction solution cooled in ice were added a saturated solution of ammonium chloride, subsequently water and ethyl acetate to separate an organic layer. The organic layer was washed with 20% aqueous solution of ... The reactants are Cl (hydrochloric acid), SC=1SC(=NN1)S (2,5-dimercapto-1,3,4-thiadiazole), C([O-])([O-])=O.[K+].[K+] (potassium carbonate), BrCC1=CC=C(C(=O)OCC)C=C1 (ethyl p-(bromomethyl)benzoate). Run in CN(C=O)C (N,N-dimethylformamide). Reaction conditions: time 3 hour. Product: SC1=NN=C(S1)SCC1=CC=C(C(=O)OCC)C=C1 (ethyl p-[(5-mercapto-1,3,4-thiadiazol-2-yl)thiomethyl]benzoate). Isolated yield 35.8%. RXN SMILES: [SH:1][C:2]1[S:3][C:4]([SH:7])=[N:5][N:6]=1.C(=O)([O-])[O-].[K+].[K+].Br[CH2:15][C:16]1[CH:26]=[CH:25][C:19]([C:20]([O:22][CH2:23][CH3:24])=[O:21])=[CH:18][CH:17]=1.Cl>CN(C)C=O>[SH:7][C:4]1[S:3][C:2]([S:1][CH2:15][C:16]2[CH:26]=[CH:25][C:19]([C:20]([O:22][CH2:23][CH3:24])=[O:21])=[CH:18][CH:17]=2)=[N:6][N:5]=1 |f:1.2.3|. Reported procedure: To a mixture of 1.2 g of 2,5-dimercapto-1,3,4-thiadiazole, 1.1 g of anhydrous potassium carbonate and 10 ml of N,N-dimethylformamide was added 0.5 g of ethyl p-(bromomethyl)benzoate followed by stirring at room temperature for 3 hours. The reaction mixture was made acidic with diluted hydrochloric acid and extracted with ethyl acetate. The extract was washed with water, dried over anhydrous magnesium sulfate and concentrated under reduced pressure. The residue was applied to silica gel column ch... Starting materials: [Si](C)(C)(C(C)(C)C)OC[C@H](CCC1=CC=CC=C1)N1C=NC(=C1)C(=O)OC (methyl (S)-1-[1-(tert-butyldimethylsilyloxy)-4-phenyl-2-butyl]imidazole-4-carboxylate), C[O-].[Na+] (NaOMe), ice, Cl.NO (hydroxylamine hydrochloride). Run in CO (methanol), CO (methanol). Run at time 30 minute. Product: OC[C@H](CCC1=CC=CC=C1)N1C=NC(=C1)C(=O)NO ((S)-1-[1-hydroxy-4-phenyl-2-butyl]-imidazole-4-carbohydroxamic acid). Isolated yield 33.6%. As a reaction SMILES: C[O-].[Na+].Cl.[NH2:5][OH:6].[Si]([O:14][CH2:15][C@@H:16]([N:25]1[CH:29]=[C:28]([C:30]([O:32]C)=O)[N:27]=[CH:26]1)[CH2:17][CH2:18][C:19]1[CH:24]=[CH:23][CH:22]=[CH:21][CH:20]=1)(C(C)(C)C)(C)C>CO>[OH:14][CH2:15][C@@H:16]([N:25]1[CH:29]=[C:28]([C:30]([NH:5][OH:6])=[O:32])[N:27]=[CH:26]1)[CH2:17][CH2:18][C:19]1[CH:20]=[CH:21][CH:22]=[CH:23][CH:24]=1 |f:0.1,2.3|. Procedure details: A powder of NaOMe (417 mg, 7.72 mmol) was added to an ice cooled solution of hydroxylamine hydrochloride (536 mg, 7.72 mmol) in methanol (5 ml). After 30 minutes, methyl (S)-1-[1-(tert-butyldimethylsilyloxy)-4-phenyl-2-butyl]imidazole-4-carboxylate (obtained in Example 6)(389 mg, 1.0 mmol) in methanol (2 ml) was added to the mixture and the resulting mixture was stirred at reflux for 3 day. After cooling, the insoluble material was removed and then the filtrate was evaporated. The residue was di... The reactants are BrBr (bromine), C(C)OC(=O)C=1N=CC=2NC3=CC=CC=C3C2C1COC (4-methoxymethyl-beta-carboline-3-carboxylic-acid-ethylester), ice. Run in C(Cl)(Cl)Cl (chloroform), C(Cl)(Cl)Cl (chloroform). Reaction conditions: time 2 hour. Yields the product C(C)OC(=O)C=1N=CC=2NC3=CC=C(C=C3C2C1COC)Br (6-bromo-4-methoxymethyl-beta-carboline-3-carboxylic-acid-ethylester). RXN SMILES: [CH2:1]([O:3][C:4]([C:6]1[N:7]=[CH:8][C:9]2[NH:10][C:11]3[C:16]([C:17]=2[C:18]=1[CH2:19][O:20][CH3:21])=[CH:15][CH:14]=[CH:13][CH:12]=3)=[O:5])[CH3:2].[Br:22]Br>C(Cl)(Cl)Cl>[CH2:1]([O:3][C:4]([C:6]1[N:7]=[CH:8][C:9]2[NH:10][C:11]3[C:16]([C:17]=2[C:18]=1[CH2:19][O:20][CH3:21])=[CH:15][C:14]([Br:22])=[CH:13][CH:12]=3)=[O:5])[CH3:2]. Reported procedure: A solution of 284 mg of 4-methoxymethyl-beta-carboline-3-carboxylic-acid-ethylester in 13 ml of chloroform is cooled to -30° C. and is dropwise mixed with 0.05 ml bromine in 1 ml of chloroform. This mixture is stirred for 2 h at -20° C. to -10° C., is poured into ice-cold 10% sodium hydrogen sulfite solution and extracted with methylene chloride. The crystallization in ethyl acetate yields 240 mg of 6-bromo-4-methoxymethyl-beta-carboline-3-carboxylic-acid-ethylester with a m.p. 207°-209° C.